From a dataset of the Open Reaction Database (ORD), a public repository of structured organic reaction records. describe an organic reaction: reactants, conditions, products, and yield Starting materials: C1(=CC=CC=C1)S(=O)(=O)O (benzenesulfonic acid), NC1=C(SC=C1)\C(\C)=C\C(C)C (3-amino-2-{(E)-(4-methyl-2-penten-2-yl)}thiophene), NC1=C(SC=C1)\C(\C)=C/C(C)C (3-amino-2-{(Z)-(4-methyl-2-penten-2-yl)}thiophene). Conditions: time 15 hour. Product: NC1=C(SC=C1)C(=C)CC(C)C (3-amino-2-(4-methyl-1-penten-2-yl)thiophene). Yield: 65.0%. Reaction SMILES: C1(S(O)(=O)=O)C=CC=CC=1.[NH2:11][C:12]1[CH:16]=[CH:15][S:14][C:13]=1/[C:17](=[CH:19]/[CH:20]([CH3:22])[CH3:21])/[CH3:18].NC1C=CSC=1/C(=C\C(C)C)/C>>[NH2:11][C:12]1[CH:16]=[CH:15][S:14][C:13]=1[C:17]([CH2:19][CH:20]([CH3:22])[CH3:21])=[CH2:18]. Procedure: Into a solution obtained by dissolving 3-aminothiophene (2.0 g, 20.4 mmol) in 4-methyl-2-pentanone (30.0 g), which was obtained in the same manner as in Example 14 using methyl 3-aminothiophene-2-carboxylate as a starting material was added anhydrous benzenesulfonic acid (3.9 g, 24.5 mmol) at room temperature, and the resulting solution was stirred under nitrogen atmosphere at 60 degree centigrade for 15 hours. The reaction solution was cooled to room temperature, and then washed with a 10% aque... The reactants are O=C([O-])[O-], C=CCBr, CCc1cc(O)c(C(=O)OC)c(C(=O)OC)c1C, [K+], [K+], CN(C)C=O. The product is C=CCOc1cc(CC)c(C)c(C(=O)OC)c1C(=O)OC. Reaction SMILES: [C:19](=[O:20])([O-:21])[O-:22].[CH2:25]([CH:26]=[CH2:27])[Br:28].[CH3:1][O:2][C:3]([c:4]1[c:5]([C:6](=[O:7])[O:8][CH3:9])[c:10]([CH3:17])[c:11]([CH2:15][CH3:16])[cH:12][c:13]1[OH:14])=[O:18].[K+:23].[K+:24].[O:29]=[CH:30][N:31]([CH3:32])[CH3:33]>>[CH3:1][O:2][C:3]([c:4]1[c:5]([C:6](=[O:7])[O:8][CH3:9])[c:10]([CH3:17])[c:11]([CH2:15][CH3:16])[cH:12][c:13]1[O:14][CH2:27][CH:26]=[CH2:25])=[O:18]. Product: CN(CCO)c1ccccn1. RXN SMILES: [CH3:8][NH:9][CH2:10][CH2:11][OH:12].[Cl:1][c:2]1[cH:3][cH:4][cH:5][cH:6][n:7]1.[OH2:13]>>[c:2]1([N:9]([CH3:8])[CH2:10][CH2:11][OH:12])[cH:3][cH:4][cH:5][cH:6][n:7]1. The reactants are CNCCO, Clc1ccccn1, O.